From a dataset of the Open Reaction Database (ORD), a public repository of structured organic reaction records. describe an organic reaction: reactants, conditions, products, and yield Starting materials: CCO, [H][H], NC(=O)n1ccc(-c2ccc(Oc3ccc([N+](=O)[O-])cc3)cc2)n1, [Pd]. Yields the product NC(=O)n1ccc(-c2ccc(Oc3ccc(N)cc3)cc2)n1. As a reaction SMILES: [CH3:27][CH2:28][OH:29].[H:25][H:26].[N+:1]([O-:2])(=[O:3])[c:4]1[cH:5][cH:6][c:7]([O:8][c:9]2[cH:10][cH:11][c:12](-[c:15]3[n:16][n:17]([C:20](=[O:21])[NH2:22])[cH:18][cH:19]3)[cH:13][cH:14]2)[cH:23][cH:24]1.[Pd:30]>>[NH2:1][c:4]1[cH:5][cH:6][c:7]([O:8][c:9]2[cH:10][cH:11][c:12](-[c:15]3[n:16][n:17]([C:20](=[O:21])[NH2:22])[cH:18][cH:19]3)[cH:13][cH:14]2)[cH:23][cH:24]1. Starting materials: OC1=C(C=CC=C1[N+](=O)[O-])C(\C=C\C1=C(C=CC=C1)C(F)(F)F)=O ((E)-1-(2-hydroxy-3-nitrophenyl)-3-(2-(trifluoromethyl)phenyl)prop-2-en-1-one), SeO2. Solvent: CS(=O)C.O1CCOCC1 (DMSO dioxane). Yields the product [N+](=O)([O-])C=1C=CC=C2C(C=C(OC12)C1=C(C=CC=C1)C(F)(F)F)=O (8-nitro-2-(2-(trifluoromethyl)phenyl)-4H-chromen-4-one). Isolated yield 92.3%. As a reaction SMILES: [OH:1][C:2]1[C:7]([N+:8]([O-:10])=[O:9])=[CH:6][CH:5]=[CH:4][C:3]=1[C:11](=[O:24])/[CH:12]=[CH:13]/[C:14]1[CH:19]=[CH:18][CH:17]=[CH:16][C:15]=1[C:20]([F:23])([F:22])[F:21]>CS(C)=O.O1CCOCC1>[N+:8]([C:7]1[CH:6]=[CH:5][CH:4]=[C:3]2[C:2]=1[O:1][C:13]([C:14]1[CH:19]=[CH:18][CH:17]=[CH:16][C:15]=1[C:20]([F:21])([F:22])[F:23])=[CH:12][C:11]2=[O:24])([O-:10])=[O:9] |f:1.2|. Reported procedure: A solution of (E)-1-(2-hydroxy-3-nitrophenyl)-3-(2-(trifluoromethyl)phenyl)prop-2-en-1-one 9 (1.4 g, 4.2 mmol) and SeO2 (1.4 g, 12.5 mmol) in DMSO/dioxane (35 ml, 1:15) was heated at reflux for 12 h. After cooling to room temperature, the reaction mixture was passed through a filter and the filtrate was concentrated to dryness. The crude residue was suspended in H2O and collected by filtration to give 10 as a yellow solid (1.3 g, 92% yield). The reactants are O=Cc1ccc(OCc2ccccc2)cc1, COCCOCC(=O)OCc1ccccc1, CC(C)(C)[O-], CC(=O)O, Cc1ccccc1, [K+], C1CCOC1, Cc1ccc(S(=O)(=O)O)cc1. Product: COCCOC(=Cc1ccc(OCc2ccccc2)cc1)C(=O)OCc1ccccc1. RXN SMILES: [CH2:1]([c:2]1[cH:3][cH:4][cH:5][cH:6][cH:7]1)[O:8][c:9]1[cH:10][cH:11][c:12]([CH:13]=[O:14])[cH:15][cH:16]1.[CH3:17][O:18][CH2:19][CH2:20][O:21][CH2:22][C:23](=[O:24])[O:25][CH2:26][c:27]1[cH:28][cH:29][cH:30][cH:31][cH:32]1.[CH3:33][C:34]([CH3:35])([O-:36])[CH3:37].[CH3:39][C:40](=[O:41])[OH:42].[CH3:59][c:60]1[cH:61][cH:62][cH:63][cH:64][cH:65]1.[K+:38].[O:54]1[CH2:55][CH2:56][CH2:57][CH2:58]1.[c:43]1([CH3:44])[cH:45][cH:46][c:47]([S:48]([OH:49])(=[O:50])=[O:51])[cH:52][cH:53]1>>[CH2:1]([c:2]1[cH:3][cH:4][cH:5][cH:6][cH:7]1)[O:8][c:9]1[cH:10][cH:11][c:12]([CH:13]=[C:22]([O:21][CH2:20][CH2:19][O:18][CH3:17])[C:23](=[O:24])[O:25][CH2:26][c:27]2[cH:28][cH:29][cH:30][cH:31][cH:32]2)[cH:15][cH:16]1. The reactants are C(C)(=O)OC(C)=O (acetic anhydride), N[C@H](COC=1C=CC(=NC1)C1(OC2=C(C1)C=CC(=C2)O)C)C (2-(5-{[(2S)-2-aminopropyl]oxy}pyridin-2-yl)-2-methyl-2,3-dihydro-1-benzofuran-6-ol). Run in N1=CC=CC=C1 (pyridine), CO (methanol), [OH-].[Na+] (sodium hydroxide). Conditions: time 2 hour. Product: OC1=CC2=C(CC(O2)(C)C2=CC=C(C=N2)OC[C@H](C)NC(C)=O)C=C1 (N-[(1S)-2-{[6-(6-hydroxy-2-methyl-2,3-dihydro-1-benzofuran-2-yl)pyridin-3-yl]oxy}-1-methylethyl]acetamide). RXN SMILES: [C:1](OC(=O)C)(=[O:3])[CH3:2].[NH2:8][C@@H:9]([CH3:29])[CH2:10][O:11][C:12]1[CH:13]=[CH:14][C:15]([C:18]2([CH3:28])[CH2:22][C:21]3[CH:23]=[CH:24][C:25]([OH:27])=[CH:26][C:20]=3[O:19]2)=[N:16][CH:17]=1>N1C=CC=CC=1.CO.[OH-].[Na+]>[OH:27][C:25]1[CH:24]=[CH:23][C:21]2[CH2:22][C:18]([C:15]3[N:16]=[CH:17][C:12]([O:11][CH2:10][C@@H:9]([NH:8][C:1](=[O:3])[CH3:2])[CH3:29])=[CH:13][CH:14]=3)([CH3:28])[O:19][C:20]=2[CH:26]=1 |f:4.5|. Procedure: A solution of acetic anhydride (0.126 mL) was added dropwise to a solution of diastereomer of 2-(5-{[(2S)-2-aminopropyl]oxy}pyridin-2-yl)-2-methyl-2,3-dihydro-1-benzofuran-6-ol (500 mg) in pyridine (15 mL) at ambient temperature. After being stirred at ambient temperature for 2 hr, the mixture was diluted with methanol (15 mL) and 4 M sodium hydroxide (10 mL). The mixture was stirred at ambient temperature for 15 hr. The organic solvent was removed under reduced pressure, and the aqueous solutio... The reactants are C1(=CC=CC=C1)O (phenol), ClC1=C(C(=C(C(=C1O)Cl)Cl)Cl)Cl (pentachlorophenol). The product is ClC1=C(C(=CC(=C1)Cl)Cl)O (2,4,6-trichlorophenol). Reaction SMILES: C1(O)C=CC=CC=1.[Cl:8][C:9]1[C:14]([OH:15])=[C:13]([Cl:16])[C:12](Cl)=[C:11]([Cl:18])[C:10]=1Cl>>[Cl:8][C:9]1[CH:10]=[C:11]([Cl:18])[CH:12]=[C:13]([Cl:16])[C:14]=1[OH:15]. Reported procedure: About 143 g of phenol (an amount that should lead to an equivalent amount of pentachlorophenol product, by moles, obtained when about 300 g of 2,4,6-trichlorophenol is used) were added to a reactor at 60° C. with 0.75 g of AlCl3 (about 0.25 wt. % based on trichlorophenol). The same stirring rate (100-120 RPM) and chlorine flow rate (1.5 mol/hr) as experiments that started with trichlorophenol were used.